This data is from the Open Reaction Database (ORD), a public repository of structured organic reaction records. The task is: describe an organic reaction: reactants, conditions, products, and yield The reactants are CC(=O)OC(C)=O, Cl, O, CC(C)=CCc1cc(C(=O)O)ccc1O, c1ccncc1. Yields the product CC(=O)Oc1ccc(C(=O)O)cc1CC=C(C)C. RXN SMILES: [CH3:1][C:2](=[O:3])[O:4][C:5](=[O:6])[CH3:7].[ClH:24].[OH2:23].[OH:8][c:9]1[c:10]([CH2:18][CH:19]=[C:20]([CH3:21])[CH3:22])[cH:11][c:12]([C:13](=[O:14])[OH:15])[cH:16][cH:17]1.[cH:25]1[cH:26][cH:27][n:28][cH:29][cH:30]1>>[CH3:1][C:2](=[O:3])[O:8][c:9]1[c:10]([CH2:18][CH:19]=[C:20]([CH3:21])[CH3:22])[cH:11][c:12]([C:13](=[O:14])[OH:15])[cH:16][cH:17]1.